This data is from the Open Reaction Database (ORD), a public repository of structured organic reaction records. The task is: describe an organic reaction: reactants, conditions, products, and yield Isolated yield 63.9%. Run in CCOC(=O)C (EtOAc), CN(C)C=O (DMF). The product is C(C)OC(C[C@H](C1=CC=CC=C1)NC1=NC(=CC=C1[N+](=O)[O-])Cl)=O ((R)-3-(6-Chloro-3-nitro-pyridin-2-ylamino)-3-phenyl-propionic acid ethyl ester). Conditions: temperature 70 celsius, time 8 hour. Reported procedure: To a solution of 2,6-dichloro-3-nitro-pyridine (0.75 g, 3.58 mmol) in DMF (30 ml) were added (R)-3-amino-3-phenylpropanoic acid ethyl ester (0.83 g, 4.29 mmol) and DIPEA (1.25 ml, 7.15 mmol). The reaction mixture was stirred at 70° C. overnight after which time it was poured into water (200 ml) and EtOAc. The layers were separated and the aqueous phase was extracted once more with EtOAc. The combined organics were washed with water twice and dried (MgSO4). Filtered and concentrated to give the c... RXN SMILES: Cl[C:2]1[C:7]([N+:8]([O-:10])=[O:9])=[CH:6][CH:5]=[C:4]([Cl:11])[N:3]=1.[CH2:12]([O:14][C:15](=[O:25])[CH2:16][C@@H:17]([NH2:24])[C:18]1[CH:23]=[CH:22][CH:21]=[CH:20][CH:19]=1)[CH3:13].CCN(C(C)C)C(C)C.O>CN(C=O)C.CCOC(C)=O>[CH2:12]([O:14][C:15](=[O:25])[CH2:16][C@@H:17]([NH:24][C:2]1[C:7]([N+:8]([O-:10])=[O:9])=[CH:6][CH:5]=[C:4]([Cl:11])[N:3]=1)[C:18]1[CH:19]=[CH:20][CH:21]=[CH:22][CH:23]=1)[CH3:13]. Starting materials: O (water), ClC1=NC(=CC=C1[N+](=O)[O-])Cl (2,6-dichloro-3-nitro-pyridine), C(C)OC(C[C@H](C1=CC=CC=C1)N)=O ((R)-3-amino-3-phenylpropanoic acid ethyl ester), CCN(C(C)C)C(C)C (DIPEA). Reactants: BrCC1=CC=2N=C(N=C(C2S1)N1CCOCC1)Cl (6-(Bromomethyl)-2-chloro-4-morpholinothieno[3,2-d]pyrimidine), N1N=CC=C1 (pyrazole), C(=O)([O-])[O-].[K+].[K+] (K2CO3). The solvent is CN(C)C=O (DMF). Conditions: time 8 hour. Yields the product N1(N=CC=C1)CC1=CC=2N=C(N=C(C2S1)N1CCOCC1)C1=C2C=NNC2=CC=C1 (6-((1H-pyrazol-1-yl)methyl)-2-(1H-indazol-4-yl)-4-morpholinothieno[3,2-d]pyrimidine). Reaction SMILES: Br[CH2:2][C:3]1[S:11][C:10]2[C:9]([N:12]3[CH2:17][CH2:16][O:15][CH2:14][CH2:13]3)=[N:8][C:7](Cl)=[N:6][C:5]=2[CH:4]=1.[NH:19]1[CH:23]=[CH:22][CH:21]=[N:20]1.C([O-])([O-])=O.[K+].[K+]>CN(C=O)C>[N:19]1([CH2:2][C:3]2[S:11][C:10]3[C:9]([N:12]4[CH2:17][CH2:16][O:15][CH2:14][CH2:13]4)=[N:8][C:7]([C:5]4[CH:4]=[CH:3][CH:2]=[C:21]5[C:22]=4[CH:23]=[N:19][NH:20]5)=[N:6][C:5]=3[CH:4]=2)[CH:23]=[CH:22][CH:21]=[N:20]1 |f:2.3.4|. Procedure details: To a solution of 6-(bromomethyl)-2-chloro-4-morpholinothieno[3,2-d]pyrimidine 30 from Example 9 (90 mg, 0.3 mmol) in DMF (3 mL) was added pyrazole (18 mg, 0.3 mmol) and K2CO3 (50 mg, 0.4 mmol). The resulting solution stirred at room temperature overnight then was concentrated in vacuo. The residue was diluted with water and filtered. The crude product was utilized in a Suzuki coupling using General Procedure A with 4-(4,4,5,5-tetramethyl-1,3,2-dioxaborolan-2-yl)-1H-indazole 7 to provide 325 afte... Reactants: FC(C=1C=C(CNC(=O)C2=CC(=NC=C2)C2=C(C=CC(=C2)N2CCCCC2)NC(=O)C=2C=C(C(=O)O)C=CC2)C=CC1)(F)F (3-((2-(4-((3-(trifluoromethyl)benzyl)carbamoyl)pyridin-2-yl)-4-(piperidin-1-yl)phenyl)carbamoyl)-benzoic acid), amine, FC(C=1C=C(CNC(=O)C2=CC(=NC=C2)C2=C(C=CC(=C2)N2CCCCC2)NC(C2=CC(C(=O)N(C)CCC(=O)NCCOC)=CC=C2)=O)C=CC1)(F)F (N1-(2-(4-((3-(trifluoromethyl)benzyl)carbamoyl)pyridin-2-yl)-4-(piperidin-1-yl)phenyl)-N3-(3-(2-methoxyethylamino)-3-oxopropyl)-N3-methylisophthalamide), C(C)(=O)N1CCNCC1 (N-Acetylpiperazine). The product is C(C)(=O)N1CCN(CC1)C(=O)C=1C=C(C(=O)NC2=C(C=C(C=C2)N2CCCCC2)C=2C=C(C(=O)NCC3=CC(=CC=C3)C(F)(F)F)C=CN2)C=CC1 (2-(2-(3-(4-Acetylpiperazine-1-carbonyl)benzamido)-5-(piperidin-1-yl)phenyl)-N-(3-(trifluoromethyl)benzyl)isonicotinamide). RXN SMILES: [F:1][C:2]([F:44])([F:43])[C:3]1[CH:4]=[C:5]([CH:40]=[CH:41][CH:42]=1)[CH2:6][NH:7][C:8]([C:10]1[CH:15]=[CH:14][N:13]=[C:12]([C:16]2[CH:21]=[C:20]([N:22]3[CH2:27][CH2:26][CH2:25][CH2:24][CH2:23]3)[CH:19]=[CH:18][C:17]=2[NH:28][C:29]([C:31]2[CH:32]=[C:33]([CH:37]=[CH:38][CH:39]=2)[C:34](O)=[O:35])=[O:30])[CH:11]=1)=[O:9].FC(F)(F)C1C=C(C=CC=1)CNC(C1C=CN=C(C2C=C(N3CCCCC3)C=CC=2NC(=O)C2C=CC=C(C(N(CCC(NCCOC)=O)C)=O)C=2)C=1)=O.[C:99]([N:102]1[CH2:107][CH2:106][NH:105][CH2:104][CH2:103]1)(=[O:101])[CH3:100]>>[C:99]([N:102]1[CH2:107][CH2:106][N:105]([C:34]([C:33]2[CH:32]=[C:31]([CH:39]=[CH:38][CH:37]=2)[C:29]([NH:28][C:17]2[CH:18]=[CH:19][C:20]([N:22]3[CH2:27][CH2:26][CH2:25][CH2:24][CH2:23]3)=[CH:21][C:16]=2[C:12]2[CH:11]=[C:10]([CH:15]=[CH:14][N:13]=2)[C:8]([NH:7][CH2:6][C:5]2[CH:40]=[CH:41][CH:42]=[C:3]([C:2]([F:1])([F:44])[F:43])[CH:4]=2)=[O:9])=[O:30])=[O:35])[CH2:104][CH2:103]1)(=[O:101])[CH3:100]. Procedure: This compound was prepared from 3-((2-(4-((3-(trifluoromethyl)benzyl)carbamoyl)pyridin-2-yl)-4-(piperidin-1-yl)phenyl)carbamoyl)-benzoic acid 4.1e using the procedure described for the preparation of N1-(2-(4-((3-(trifluoromethyl)benzyl)carbamoyl)pyridin-2-yl)-4-(piperidin-1-yl)phenyl)-N3-(3-(2-methoxyethylamino)-3-oxopropyl)-N3-methylisophthalamide 4.2. N-Acetylpiperazine was used as the amine component in this coupling. 1H-NMR (400 MHz, DMSO-d6, ppm): δ 12.48 (s, 1H), 9.57 (m, 1H), 8.93 (d, J=... The reactants are COC(=O)CCN1CC2Cc3ccccc3C(c3ccccc3)C2C1, Cl, O=S(=O)(O)c1cccc2c(S(=O)(=O)O)cccc12. Yields the product O=C(O)CCN1CC2Cc3ccccc3C(c3ccccc3)C2C1. Reaction SMILES: [CH3:1][O:2][C:3]([CH2:4][CH2:5][N:6]1[CH2:7][CH:8]2[CH:9]([c:19]3[cH:20][cH:21][cH:22][cH:23][cH:24]3)[c:10]3[c:11]([cH:15][cH:16][cH:17][cH:18]3)[CH2:12][CH:13]2[CH2:14]1)=[O:25].[ClH:26].[c:27]1([S:28]([OH:29])(=[O:30])=[O:31])[c:32]2[cH:33][cH:34][cH:35][c:36]([S:37]([OH:38])(=[O:39])=[O:40])[c:41]2[cH:42][cH:43][cH:44]1>>[O:2]=[C:3]([CH2:4][CH2:5][N:6]1[CH2:7][CH:8]2[CH:9]([c:19]3[cH:20][cH:21][cH:22][cH:23][cH:24]3)[c:10]3[c:11]([cH:15][cH:16][cH:17][cH:18]3)[CH2:12][CH:13]2[CH2:14]1)[OH:25]. Reactants: solution, [OH-].[Li+] (lithium hydroxide), ClC=1C=C(C=CC1)N1N=C(C=C1C1=CC(=CC=C1)OC)C(=O)OCC (Ethyl 1-(3-chlorophenyl)-5-(3-methoxyphenyl)-1H-pyrazole-3-carboxylate). Solvent: O (water), O1CCOCC1 (1,4-dioxane). Run at temperature 70 celsius, time 1 hour. Yields the product ClC=1C=C(C=CC1)N1N=C(C=C1C1=CC(=CC=C1)OC)C(=O)O (1-(3-Chlorophenyl)-5-(3-methoxyphenyl)-1H-pyrazole-3-carboxylic acid). As a reaction SMILES: [Cl:1][C:2]1[CH:3]=[C:4]([N:8]2[C:12]([C:13]3[CH:18]=[CH:17][CH:16]=[C:15]([O:19][CH3:20])[CH:14]=3)=[CH:11][C:10]([C:21]([O:23]CC)=[O:22])=[N:9]2)[CH:5]=[CH:6][CH:7]=1.[OH-].[Li+]>O1CCOCC1.O>[Cl:1][C:2]1[CH:3]=[C:4]([N:8]2[C:12]([C:13]3[CH:18]=[CH:17][CH:16]=[C:15]([O:19][CH3:20])[CH:14]=3)=[CH:11][C:10]([C:21]([OH:23])=[O:22])=[N:9]2)[CH:5]=[CH:6][CH:7]=1 |f:1.2|. Procedure details: 1.50 g (4.20 mmol) of the compound of Example 31A are provided in 20 ml of 1,4-dioxane, 20 ml (20 mmol) of a 1N solution of lithium hydroxide in water are added, and the mixture is stirred at 70° C. for 1 h. The mixture is concentrated, a 1N aqueous hydrogen chloride solution is subsequently added to the residue until the pH is acidic, the mixture is extracted with ethyl acetate, and the combined organic phases are dried over magnesium sulfate, filtered and concentrated. 1.32 g (92% of theory) o...